Dataset: the Open Reaction Database (ORD), a public repository of structured organic reaction records. Task: describe an organic reaction: reactants, conditions, products, and yield Starting materials: C(C)(C)(C)OC(C(CC1=CC=CC=C1)N)=O (2-Amino-3-phenyl-propionic acid tert-butyl ester), BrC1=C(SC=C1)C=O (3-Bromo-thiophene-2-carbaldehyde), C(#N)[BH3-].[Na+] (sodium cyanoborohydride), C([O-])(O)=O.[Na+] (sodium bicarbonate), imine. The solvent is C(C)O (ethanol), C(C)(=O)O (acetic acid). Yields the product C(C)(C)(C)OC(C(CC1=CC=CC=C1)NCC=1SC=CC1Br)=O (2-[(3-Bromo-thiophen-2-ylmethyl)-amino]-3-phenyl-propionic acid tert-butyl ester). Yield: 80.0%. Reaction SMILES: [C:1]([O:5][C:6](=[O:16])[CH:7]([NH2:15])[CH2:8][C:9]1[CH:14]=[CH:13][CH:12]=[CH:11][CH:10]=1)([CH3:4])([CH3:3])[CH3:2].[Br:17][C:18]1[CH:22]=[CH:21][S:20][C:19]=1[CH:23]=O.C([BH3-])#N.[Na+].C(=O)(O)[O-].[Na+]>C(O)C.C(O)(=O)C>[C:1]([O:5][C:6](=[O:16])[CH:7]([NH:15][CH2:23][C:19]1[S:20][CH:21]=[CH:22][C:18]=1[Br:17])[CH2:8][C:9]1[CH:14]=[CH:13][CH:12]=[CH:11][CH:10]=1)([CH3:4])([CH3:2])[CH3:3] |f:2.3,4.5|. Procedure: To a stirred solution of 2-Amino-3-phenyl-propionic acid tert-butyl ester (50.6 mg, 0.229 mmol) in ethanol (1 mL), were added 3-Bromo-thiophene-2-carbaldehyde (50 mg, 0.208 mmol.) and acetic acid (21 μL). The reaction mixture was stirred at room temperature under nitrogen for 2 hrs as the progress of imine formation was monitored by TLC. Then, sodium cyanoborohydride (20 mg, 0.312 mmol) was added. The mixture was acidified with sodium bicarbonate and then extracted with dichloromethane. After re... Run in C(Cl)(Cl)Cl (chloroform), C(C)(C)O (isopropanol). Conditions: time 2 hour. The product is FC1=CC(=CC(=C1)OCCC)CC[N+](=O)[O-] (1-Fluoro-3-(2-nitro-ethyl)-5-propoxy-benzene). Reactants: [BH4-].[Na+] (sodium borohydride), FC1=CC(=CC(=C1)OCCC)\C=C\[N+](=O)[O-] (1-fluoro-3-((E)-2-nitro-vinyl)-5-propoxy-benzene). The yield is 56.2%. Procedure details: Add sodium borohydride (1.30 g, 34.46 mmol) to 1-fluoro-3-((E)-2-nitro-vinyl)-5-propoxy-benzene (1.94 g, 8.61 mmol) and silica gel (17 g) in chloroform (86 mL) and isopropanol (25 mL) at room temperature in portions over 5 minutes. Stir at room temperature 2 hours and filter. Concentrate the filtrate and dissolve in ethyl acetate. Wash with water and saturated aqueous sodium chloride, dry over magnesium sulfate, filter and concentrate. Purify on 40 g silica gel eluting with 100:0 to 70:30 hexane... Reaction SMILES: [BH4-].[Na+].[F:3][C:4]1[CH:9]=[C:8]([O:10][CH2:11][CH2:12][CH3:13])[CH:7]=[C:6](/[CH:14]=[CH:15]/[N+:16]([O-:18])=[O:17])[CH:5]=1>C(Cl)(Cl)Cl.C(O)(C)C>[F:3][C:4]1[CH:9]=[C:8]([O:10][CH2:11][CH2:12][CH3:13])[CH:7]=[C:6]([CH2:14][CH2:15][N+:16]([O-:18])=[O:17])[CH:5]=1 |f:0.1|. The reactants are [H-].[Na+] (Sodium hydride), C(C1=CC=CC=C1)N1[C@@]2([C@@H](CC[C@H]1[C@H](C2)C(=O)OC(C)(C)C)O)C2=CC=CC=C2 ((1R*,2R*,5S*,6S*)-8-benzyl-6-(tert-butoxycarbonyl)-1-phenyl-8-azabicyclo[3.2.1]octan-2-ol), FC(C=1C=C(CBr)C=C(C1)C(F)(F)F)(F)F (3,5-bis(trifluoromethyl)benzyl bromide). Solvent: CN(C=O)C (N,N-dimethylformamide). Reaction conditions: time 20 hour. Product: C(C1=CC=CC=C1)N1[C@@]2([C@@H](CC[C@H]1[C@H](C2)C(=O)OC(C)(C)C)OCC2=CC(=CC(=C2)C(F)(F)F)C(F)(F)F)C2=CC=CC=C2 ((1R*,2R*,5S*,6S*)-8-Benzyl-2-{[3,5-bis(trifluoromethyl)phenyl]methoxy}-6-(tert-butoxycarbonyl)-1-phenyl-8-azabicyclo[3.2.1]octane). The yield is 121.2%. Reaction SMILES: [H-].[Na+].[CH2:3]([N:10]1[C@@H:15]2[C@@H:16]([C:18]([O:20][C:21]([CH3:24])([CH3:23])[CH3:22])=[O:19])[CH2:17][C@@:11]1([C:26]1[CH:31]=[CH:30][CH:29]=[CH:28][CH:27]=1)[C@H:12]([OH:25])[CH2:13][CH2:14]2)[C:4]1[CH:9]=[CH:8][CH:7]=[CH:6][CH:5]=1.[F:32][C:33]([F:47])([F:46])[C:34]1[CH:35]=[C:36]([CH:39]=[C:40]([C:42]([F:45])([F:44])[F:43])[CH:41]=1)[CH2:37]Br>CN(C)C=O>[CH2:3]([N:10]1[C@@H:15]2[C@@H:16]([C:18]([O:20][C:21]([CH3:24])([CH3:23])[CH3:22])=[O:19])[CH2:17][C@@:11]1([C:26]1[CH:27]=[CH:28][CH:29]=[CH:30][CH:31]=1)[C@H:12]([O:25][CH2:37][C:36]1[CH:39]=[C:40]([C:42]([F:44])([F:45])[F:43])[CH:41]=[C:34]([C:33]([F:32])([F:46])[F:47])[CH:35]=1)[CH2:13][CH2:14]2)[C:4]1[CH:5]=[CH:6][CH:7]=[CH:8][CH:9]=1 |f:0.1|. Procedure: Sodium hydride (60% in oil, 110 mg, 2.75 mmol) was added to a stirred mixture of (1R*,2R*,5S*,6S*)-8-benzyl-6-(tert-butoxycarbonyl)-1-phenyl-8-azabicyclo[3.2.1]octan-2-ol (Description 21a; 670 mg, 1.1 mmol), 3,5-bis(trifluoromethyl)benzyl bromide (1 ml, 5.45 mmol) in N,N-dimethylformamide (5 ml) at room temperature. The reaction mixture was stirred for 20 hours, quenched with saturated aqueous NH4Cl and extracted into a 1:1 mixture of iso-hexane:diethyl ether. The combined organic extracts were ... Reactants: CO, Cl, COCOc1cc(=O)n(-c2cc(-c3c(CO)c(CO)cc4cc(OC)c(OC)cc34)ccn2)c2ccccc12, C1COCCO1. The product is COc1cc2cc(CO)c(CO)c(-c3ccnc(-n4c(=O)cc(O)c5ccccc54)c3)c2cc1OC. As a reaction SMILES: [CH3:47][OH:48].[ClH:40].[O:1]=[c:2]1[n:3](-[c:16]2[n:17][cH:18][cH:19][c:20](-[c:22]3[c:23]([CH2:38][OH:39])[c:24]([CH2:36][OH:37])[cH:25][c:26]4[cH:27][c:28]([O:34][CH3:35])[c:29]([O:32][CH3:33])[cH:30][c:31]34)[cH:21]2)[c:4]2[cH:5][cH:6][cH:7][cH:8][c:9]2[c:10]([O:12][CH2:13][O:14][CH3:15])[cH:11]1.[O:41]1[CH2:42][CH2:43][O:44][CH2:45][CH2:46]1>>[O:1]=[c:2]1[n:3](-[c:16]2[n:17][cH:18][cH:19][c:20](-[c:22]3[c:23]([CH2:38][OH:39])[c:24]([CH2:36][OH:37])[cH:25][c:26]4[cH:27][c:28]([O:34][CH3:35])[c:29]([O:32][CH3:33])[cH:30][c:31]34)[cH:21]2)[c:4]2[cH:5][cH:6][cH:7][cH:8][c:9]2[c:10]([OH:12])[cH:11]1.